This data is from the Open Reaction Database (ORD), a public repository of structured organic reaction records. The task is: describe an organic reaction: reactants, conditions, products, and yield Reactants: BrCCCC(=O)OCC (ethyl 4-bromobutyrate), C([O-])([O-])=O.[K+].[K+] (potassium carbonate), [I-].[Na+] (sodium iodide), [Cl-].[NH4+] (ammonium chloride), NC1=C(C=C(C2=C1C(C=C(O2)C2=CC(=C(C=C2)NC(C(C)(C)C)=O)F)=O)F)F (5-amino-6,8-difluoro-2-(3-fluoro-4-pivaloylaminophenyl)-4H-1-benzopyran-4-one). The solvent is CN(C=O)C (dimethylformamide). Conditions: temperature 100 celsius, time 48 hour. The product is C(C)OC(=O)CCCNC1=C(C=C(C2=C1C(C=C(O2)C2=CC(=C(C=C2)NC(C(C)(C)C)=O)F)=O)F)F (5-(3-ethoxycarbonylpropylamino)-6,8-difluoro-2-(3-fluoro-4-pivaloylaminophenyl)-4H-1-benzopyran-4-one). Isolated yield 54.1%. As a reaction SMILES: [NH2:1][C:2]1[C:7]2[C:8](=[O:26])[CH:9]=[C:10]([C:12]3[CH:17]=[CH:16][C:15]([NH:18][C:19](=[O:24])[C:20]([CH3:23])([CH3:22])[CH3:21])=[C:14]([F:25])[CH:13]=3)[O:11][C:6]=2[C:5]([F:27])=[CH:4][C:3]=1[F:28].Br[CH2:30][CH2:31][CH2:32][C:33]([O:35][CH2:36][CH3:37])=[O:34].C(=O)([O-])[O-].[K+].[K+].[I-].[Na+].[Cl-].[NH4+]>CN(C)C=O>[CH2:36]([O:35][C:33]([CH2:32][CH2:31][CH2:30][NH:1][C:2]1[C:7]2[C:8](=[O:26])[CH:9]=[C:10]([C:12]3[CH:17]=[CH:16][C:15]([NH:18][C:19](=[O:24])[C:20]([CH3:23])([CH3:22])[CH3:21])=[C:14]([F:25])[CH:13]=3)[O:11][C:6]=2[C:5]([F:27])=[CH:4][C:3]=1[F:28])=[O:34])[CH3:37] |f:2.3.4,5.6,7.8|. Reported procedure: 1.03 g (2.64 mmol) of 5-amino-6,8-difluoro-2-(3-fluoro-4-pivaloylaminophenyl)-4H-1-benzopyran-4-one obtained in Example 66 was dissolved in 30 mL of dimethylformamide under argon atmosphere, 11.5 mL (79.2 mmol) of ethyl 4-bromobutyrate, 1.83 g (13.3 mmol) of potassium carbonate and 3.96 g (26.4 mmol) of sodium iodide were added and the mixture was stirred at 100° C. for 48 hours. The reaction solution was cooled on ice, an aqueous saturated solution of ammonium chloride was added and the mixture...